This data is from the Open Reaction Database (ORD), a public repository of structured organic reaction records. The task is: describe an organic reaction: reactants, conditions, products, and yield Reactants: COCCNC1=C(C=C(C(=O)O)C=C1S(N)(=O)=O)[N+](=O)[O-] (4-(2-Methoxyethylamino)-3-nitro-5-sulphamyl-benzoic acid), [H][H] (hydrogen). Reagents/catalysts: [Ni] (Raney-Nickel). The solvent is [OH-].[Na+] (sodium hydroxide). The product is NC=1C=C(C(=O)O)C=C(C1NCCOC)S(N)(=O)=O (3-amino-4-(2-methoxyethylamino)- 5-sulphamyl-benzoic acid). As a reaction SMILES: [CH3:1][O:2][CH2:3][CH2:4][NH:5][C:6]1[C:14]([S:15](=[O:18])(=[O:17])[NH2:16])=[CH:13][C:9]([C:10]([OH:12])=[O:11])=[CH:8][C:7]=1[N+:19]([O-])=O.[H][H]>[OH-].[Na+].[Ni]>[NH2:19][C:7]1[CH:8]=[C:9]([CH:13]=[C:14]([S:15](=[O:18])(=[O:17])[NH2:16])[C:6]=1[NH:5][CH2:4][CH2:3][O:2][CH3:1])[C:10]([OH:12])=[O:11] |f:2.3|. Procedure: 4-(2-Methoxyethylamino)-3-nitro-5-sulphamyl-benzoic acid (3.2 g) was dissolved in 1N sodium hydroxide (10 ml) and hydrogenated after addition of moist Raney-Nickel (1 g). When the hydrogen uptake had become negligible, the catalyst was removed by filtration, and the resulting 3-amino-4-(2-methoxyethylamino)-5-sulphamyl-benzoic acid was precipitated from the filtrate by addition of 4N hydrochloric acid until pH 3. After recrystallization from water, the melting point was 209°-211°C. Reactants: C([O-])([O-])=O.[K+].[K+] (potassium carbonate), ICC(=O)N (iodoacetamide), FC1=CC=C(OC2=CC3=C(NC(=N3)C3=NC=CC=C3)C=C2C2NCCC2)C=C1 (5-(4-fluoro-phenoxy)-2-pyridin-2-yl-6-pyrrolidin-2-yl-1H-benzimidazole). Run in C(C)#N (acetonitrile). Run at time 8 hour. The product is FC1=CC=C(OC=2C(=CC3=C(N=C(N3)C3=NC=CC=C3)C2)C2N(CCC2)CC(=O)N)C=C1 (2-(2-(6-(4-Fluoro-phenoxy)-2-pyridin-2-yl-3H-benzimidazol-5-yl)-pyrrolidin-1-yl)-acetamide). RXN SMILES: C(=O)([O-])[O-].[K+].[K+].I[CH2:8][C:9]([NH2:11])=[O:10].[F:12][C:13]1[CH:39]=[CH:38][C:16]([O:17][C:18]2[C:32]([CH:33]3[CH2:37][CH2:36][CH2:35][NH:34]3)=[CH:31][C:21]3[NH:22][C:23]([C:25]4[CH:30]=[CH:29][CH:28]=[CH:27][N:26]=4)=[N:24][C:20]=3[CH:19]=2)=[CH:15][CH:14]=1>C(#N)C>[F:12][C:13]1[CH:14]=[CH:15][C:16]([O:17][C:18]2[C:32]([CH:33]3[CH2:37][CH2:36][CH2:35][N:34]3[CH2:8][C:9]([NH2:11])=[O:10])=[CH:31][C:21]3[NH:22][C:23]([C:25]4[CH:30]=[CH:29][CH:28]=[CH:27][N:26]=4)=[N:24][C:20]=3[CH:19]=2)=[CH:38][CH:39]=1 |f:0.1.2|. Procedure details: 11.4 mg of potassium carbonate and 11.1 mg of iodoacetamide were added in order to an acetonitrile (1 ml) solution of 20 mg of 5-(4-fluoro-phenoxy)-2-pyridin-2-yl-6-pyrrolidin-2-yl-1H-benzimidazole obtained in Example 168, and the reaction liquid was stirred overnight at room temperature. The reaction liquid was concentrated, and the resulting residue was purified through reversed-phase middle-pressure liquid chromatography [ODS-AS-360-CC (by YMC), mobile phase: water-acetonitrile-0.1% trifluoro... Reactants: C=1(O)C(O)=CC=CC1 (catechol), [O-]CC.[Mg+2].[O-]CC (magnesium(II) ethoxide). The solvent is C1(=CC=CC=C1)C (toluene). Reaction conditions: temperature 100 celsius. The product is C=1([O-])C([O-])=CC=CC1.[Mg+2] (Magnesium Catecholate). RXN SMILES: [C:1]1([C:3](=[CH:5][CH:6]=[CH:7][CH:8]=1)[OH:4])[OH:2].[O-]CC.[Mg+2:12].[O-]CC>C1(C)C=CC=CC=1>[C:1]1([C:3](=[CH:5][CH:6]=[CH:7][CH:8]=1)[O-:4])[O-:2].[Mg+2:12] |f:1.2.3,5.6|. Reported procedure: A solution of catechol (2.20 g, 20 mmol) and toluene (45 ml) was dehydrated by distilling 5 mL of the solution. Thereafter, 2.29 g (20 mmol) of magnesium(II) ethoxide was added to the solution while stirring. The mixed solution was refluxed for 1 hour, and then, while the distillation temperature was 100° C. or higher, distilled until the amount of the solution became half. After the distillation, solid content of the product was isolated by suction filtering using a membrane suction filter. The... Starting materials: [Al+3], CCOC(=O)c1cn(Cc2ccccc2)nc1OCc1ccc(OCc2nc(-c3ccco3)oc2C)c(OCC)c1, CCOC(C)=O, [H-], [H-], [H-], [H-], [Li+], [Na+], [Na+], C1CCOC1, O, O, O, O, O, O, O, O, O, O, O=S(=O)([O-])[O-]. The product is CCOc1cc(COc2nn(Cc3ccccc3)cc2CO)ccc1OCc1nc(-c2ccco2)oc1C. As a reaction SMILES: [Al+3:43].[CH2:1]([c:2]1[cH:3][cH:4][cH:5][cH:6][cH:7]1)[n:8]1[n:9][c:10]([O:18][CH2:19][c:20]2[cH:21][c:22]([O:39][CH2:40][CH3:41])[c:23]([O:26][CH2:27][c:28]3[n:29][c:30](-[c:34]4[o:35][cH:36][cH:37][cH:38]4)[o:31][c:32]3[CH3:33])[cH:24][cH:25]2)[c:11]([C:13](=[O:14])[O:15][CH2:16][CH3:17])[cH:12]1.[CH3:70][CH2:71][O:72][C:73](=[O:74])[CH3:75].[H-:42].[H-:45].[H-:46].[H-:47].[Li+:44].[Na+:63].[Na+:64].[O:65]1[CH2:66][CH2:67][CH2:68][CH2:69]1.[OH2:48].[OH2:49].[OH2:50].[OH2:51].[OH2:52].[OH2:53].[OH2:54].[OH2:55].[OH2:56].[OH2:57].[S:58]([O-:59])([O-:60])(=[O:61])=[O:62]>>[CH2:1]([c:2]1[cH:3][cH:4][cH:5][cH:6][cH:7]1)[n:8]1[n:9][c:10]([O:18][CH2:19][c:20]2[cH:21][c:22]([O:39][CH2:40][CH3:41])[c:23]([O:26][CH2:27][c:28]3[n:29][c:30](-[c:34]4[o:35][cH:36][cH:37][cH:38]4)[o:31][c:32]3[CH3:33])[cH:24][cH:25]2)[c:11]([CH2:13][OH:14])[cH:12]1. Reactants: C(CCC)N(CCCC)CCCC (tributylamine), ClC1=C(CCl)C=CC(=C1)Cl (2,4-dichlorobenzyl chloride). Solvent: C(C)OCC (diethyl ether). Yields the product [Cl-].C(CCC)[N+](CC1=C(C=C(C=C1)Cl)Cl)(CCCC)CCCC (tributyl-2,4-dichlorobenzylammonium chloride). Reaction SMILES: [CH2:1]([N:5]([CH2:10][CH2:11][CH2:12][CH3:13])[CH2:6][CH2:7][CH2:8][CH3:9])[CH2:2][CH2:3][CH3:4].[Cl:14][C:15]1[CH:22]=[C:21]([Cl:23])[CH:20]=[CH:19][C:16]=1[CH2:17]Cl>C(OCC)C>[Cl-:14].[CH2:10]([N+:5]([CH2:1][CH2:2][CH2:3][CH3:4])([CH2:6][CH2:7][CH2:8][CH3:9])[CH2:17][C:16]1[CH:19]=[CH:20][C:21]([Cl:23])=[CH:22][C:15]=1[Cl:14])[CH2:11][CH2:12][CH3:13] |f:3.4|. Procedure: Eighteen and fifty-four one-hundredths parts of tributylamine and 19.54 parts of 2,4-dichlorobenzyl chloride were placed in a 250 ml. glass stoppered flask. 70.8 parts of diethyl ether was added and the flask tightly stoppered and allowed to react at room temperature. After a considerable time an oil began to form and after 2 to 3 months, the product began to crystallize. At the end of six months, the crystals were filtered, washed with hexane and dried under vacuum. 16.7 parts of tributyl-2,4-d... Starting materials: C1C=CC2=CC=CC=C12 (indene), N(C(=O)C)C1=CC=C(C=C1)I (para-acetamino-iodo-benzene). Reagents/catalysts: CC(=O)[O-].CC(=O)[O-].[Pd+2] (Pd(OAc)2). Solvent: C(C)N(CC)CC (triethylamine). Product: C(C)(=O)NC1=CC=C(C=C1)C=1CC2=CC=CC=C2C1 (2-(4-acetamido-phenyl)-indene). RXN SMILES: [CH2:1]1[C:9]2[C:4](=[CH:5][CH:6]=[CH:7][CH:8]=2)[CH:3]=[CH:2]1.[NH:10]([C:14]1[CH:19]=[CH:18][C:17](I)=[CH:16][CH:15]=1)[C:11]([CH3:13])=[O:12]>CC([O-])=O.CC([O-])=O.[Pd+2].C(N(CC)CC)C>[C:11]([NH:10][C:14]1[CH:19]=[CH:18][C:17]([C:2]2[CH2:3][C:4]3[C:9]([CH:1]=2)=[CH:8][CH:7]=[CH:6][CH:5]=3)=[CH:16][CH:15]=1)(=[O:12])[CH3:13] |f:2.3.4|. Procedure: 20 ml of triethylamine, 2.2 g (20 mmol) of indene, 5.22 , (20 mmol) of para-acetamino-iodo-benzene and 0.134 g (0.6 mmol) of Pd(OAc)2 were stirred under reflux for 10 h. After that all triethylamine was removed under reduced pressure. The residue was treated with the mixture 50 ml of dichloromethane and 50 ml of water. Organic layer was separated, washed twice with water, filtered and dried over Na2SO4. Dichloromethane was removed and the residue was recrystallized from 20 ml of EtOH. The yield ...